This data is from the Open Reaction Database (ORD), a public repository of structured organic reaction records. The task is: describe an organic reaction: reactants, conditions, products, and yield The reactants are F (Hydrofluoric acid), [Si](C)(C)(C(C)(C)C)OC1=C(C=C(C=C1)C=1OC2=C(N1)C=CC=C2C=C)F (2-(4-{[tert-butyl(dimethyl)silyl]oxy}-3-fluorophenyl)-7-vinyl-1,3-benzoxazole), C1CCOC1 (THF), C(C)#N (acetonitrile). The solvent is O (water). Reaction conditions: temperature 65 celsius, time 8 hour. Yields the product FC=1C=C(C=CC1O)C=1OC2=C(N1)C=C(C=C2C=C)O (2-(3-Fluoro-4-hydroxyphenyl)-7-vinyl-1,3-benzoxazol-5-ol). Yield: 81.0%. RXN SMILES: F.[Si]([O:9][C:10]1[CH:15]=[CH:14][C:13]([C:16]2[O:17][C:18]3[C:24]([CH:25]=[CH2:26])=[CH:23][CH:22]=[CH:21][C:19]=3[N:20]=2)=[CH:12][C:11]=1[F:27])(C(C)(C)C)(C)C.C1C[O:31]CC1.C(#N)C>O>[F:27][C:11]1[CH:12]=[C:13]([C:16]2[O:17][C:18]3[C:24]([CH:25]=[CH2:26])=[CH:23][C:22]([OH:31])=[CH:21][C:19]=3[N:20]=2)[CH:14]=[CH:15][C:10]=1[OH:9]. Procedure details: Hydrofluoric acid (48 wt. % in water, 1 mL) was added into a solution of 5-{[tert-butyl)dimethyl)silyl]oxy}-2-(4-{[tert-butyl(dimethyl)silyl]oxy}-3-fluorophenyl)-7-vinyl-1,3-benzoxazole (1.5 g, 3.0 mmol), THF (6 mL) and acetonitrile (3 mL). The reaction mixture was stirred at 65° C. for 8 h, and then poured into water. The precipitated solid was filtered oft and dried. Crystallization of the product from acetone/ethyl ether gave a white solid (0.72 g, 81% yield, m.p. 249-251° C.); MS m/e 272 (M+... The reactants are O=C(n1ccnc1)n1ccnc1, O=C=O, CS(=O)(=O)c1ccc(Cl)c(C(=O)O)c1, CC(=O)c1ccc(N2CCNCC2)c(F)c1, CN(C)C=O. The product is CC(=O)c1ccc(N2CCN(C(=O)c3cc(S(C)(=O)=O)ccc3Cl)CC2)c(F)c1. As a reaction SMILES: [C:15]([n:16]1[cH:17][cH:18][n:19][cH:20]1)([n:21]1[cH:22][cH:23][n:24][cH:25]1)=[O:26].[C:27](=[O:28])=[O:29].[Cl:1][c:2]1[c:3]([C:4](=[O:5])[OH:6])[cH:7][c:8]([S:11](=[O:12])(=[O:13])[CH3:14])[cH:9][cH:10]1.[F:30][c:31]1[cH:32][c:33]([C:43]([CH3:44])=[O:45])[cH:34][cH:35][c:36]1[N:37]1[CH2:38][CH2:39][NH:40][CH2:41][CH2:42]1.[O:46]=[CH:47][N:48]([CH3:49])[CH3:50]>>[Cl:1][c:2]1[c:3]([C:4](=[O:6])[N:40]2[CH2:39][CH2:38][N:37]([c:36]3[c:31]([F:30])[cH:32][c:33]([C:43]([CH3:44])=[O:45])[cH:34][cH:35]3)[CH2:42][CH2:41]2)[cH:7][c:8]([S:11](=[O:12])(=[O:13])[CH3:14])[cH:9][cH:10]1. Starting materials: O1C(COC2=C(C=CC=C2)C=2N=NSC2)C1 (4-[2(2,3-epoxypropoxy)phenyl]-1,2,3-thiadiazole), C(C)(C)(C)N (t-butylamine). Run in C(C)(C)(C)O (t-butanol). Yields the product C(C)(C)(C)NCC(COC1=C(C=CC=C1)C=1N=NSC1)O (4-[2(3-t-butylamino-2-hydroxypropoxy)phenyl]1,2,3-thiadiazole). RXN SMILES: [O:1]1[CH2:16][CH:2]1[CH2:3][O:4][C:5]1[CH:10]=[CH:9][CH:8]=[CH:7][C:6]=1[C:11]1[N:12]=[N:13][S:14][CH:15]=1.[C:17]([NH2:21])([CH3:20])([CH3:19])[CH3:18]>C(O)(C)(C)C>[C:17]([NH:21][CH2:16][CH:2]([OH:1])[CH2:3][O:4][C:5]1[CH:10]=[CH:9][CH:8]=[CH:7][C:6]=1[C:11]1[N:12]=[N:13][S:14][CH:15]=1)([CH3:20])([CH3:19])[CH3:18]. Reported procedure: To a solution of 1.95 g. of 4-[2(2,3-epoxypropoxy)phenyl]-1,2,3-thiadiazole in 45 ml. of t-butylamine is added 5 ml. of t-butanol, and the reaction mixture is stirred at room temperature for 5 days. It is then evaporated to dryness under vacuo. Crystallization of the residue from methylene chloride-benzene affords the pure 4-[2(3-t-butylamino-2-hydroxypropoxy)phenyl]1,2,3-thiadiazole, m.p. 99°-100° C λmax 244, 290 nm (ε 10,500, 4,600) ir 3355, 1600 cm-1. As a reaction SMILES: [CH3:1][O:2][c:3]1[cH:4][cH:5][c:6]2[c:11]([cH:12]1)[CH2:10][CH:9]([N:13]([CH2:14][CH2:15][CH3:16])[CH2:17][CH:18]1[CH2:19][CH2:20][NH:21][CH2:22][CH2:23]1)[CH2:8][CH2:7]2.[CH3:24][N:25]=[C:26]=[O:27].[CH3:31][C:32]#[N:33].[CH:34]([N:35]([CH2:36][CH3:37])[CH:38]([CH3:39])[CH3:40])([CH3:41])[CH3:42].[Cl:28][CH2:29][Cl:30]>>[CH3:1][O:2][c:3]1[cH:4][cH:5][c:6]2[c:11]([cH:12]1)[CH2:10][CH:9]([N:13]([CH2:14][CH2:15][CH3:16])[CH2:17][CH:18]1[CH2:19][CH2:20][N:21]([C:26]([NH:25][CH3:24])=[O:27])[CH2:22][CH2:23]1)[CH2:8][CH2:7]2. The reactants are CCCN(CC1CCNCC1)C1CCc2ccc(OC)cc2C1, CN=C=O, CC#N, CCN(C(C)C)C(C)C, ClCCl. The product is CCCN(CC1CCN(C(=O)NC)CC1)C1CCc2ccc(OC)cc2C1.